From a dataset of the Open Reaction Database (ORD), a public repository of structured organic reaction records. describe an organic reaction: reactants, conditions, products, and yield The reactants are C[P+](C)(C)CC#N, CCC#N, CCN(C(C)C)C(C)C, Clc1ccc(C2CCNCC2)cc1, Cl, [I-], CC(C)N1CC(=O)Nc2cc(CO)cnc21. Yields the product CC(C)N1CC(=O)Nc2cc(CN3CCC(c4ccc(Cl)cc4)CC3)cnc21. RXN SMILES: [C:18]([CH2:19][P+:20]([CH3:21])([CH3:22])[CH3:23])#[N:24].[C:48](#[N:49])[CH2:50][CH3:51].[CH:25]([N:26]([CH2:27][CH3:28])[CH:29]([CH3:30])[CH3:31])([CH3:32])[CH3:33].[Cl:35][c:36]1[cH:37][cH:38][c:39]([CH:42]2[CH2:43][CH2:44][NH:45][CH2:46][CH2:47]2)[cH:40][cH:41]1.[ClH:34].[I-:17].[OH:1][CH2:2][c:3]1[cH:4][c:5]2[c:6]([n:15][cH:16]1)[N:7]([CH:12]([CH3:13])[CH3:14])[CH2:8][C:9](=[O:11])[NH:10]2>>[CH2:2]([c:3]1[cH:4][c:5]2[c:6]([n:15][cH:16]1)[N:7]([CH:12]([CH3:13])[CH3:14])[CH2:8][C:9](=[O:11])[NH:10]2)[N:45]1[CH2:44][CH2:43][CH:42]([c:39]2[cH:38][cH:37][c:36]([Cl:35])[cH:41][cH:40]2)[CH2:47][CH2:46]1. Reactants: COC(=O)C(CCCO[Si](C)(C)C(C)(C)C)Oc1ncnc2c1cnn2-c1ncccc1Cl, C[Al](C)C, Cc1ccccc1, Cc1ccc(N)nc1, CCOC(C)=O, O=C(O)CC(O)(CC(=O)O)C(=O)O. The product is Cc1ccc(NC(=O)C(CCCO[Si](C)(C)C(C)(C)C)Oc2ncnc3c2cnn3-c2ncccc2Cl)nc1. As a reaction SMILES: [C:13]([CH3:14])([CH3:15])([CH3:16])[Si:17]([O:18][CH2:19][CH2:20][CH2:21][CH:22]([C:23](=[O:24])[O:25][CH3:26])[O:27][c:28]1[c:29]2[c:30]([n:31][cH:32][n:33]1)[n:34](-[c:37]1[n:38][cH:39][cH:40][cH:41][c:42]1[Cl:43])[n:35][cH:36]2)([CH3:44])[CH3:45].[CH3:1][Al:2]([CH3:3])[CH3:4].[CH3:59][c:60]1[cH:61][cH:62][cH:63][cH:64][cH:65]1.[CH3:5][c:6]1[cH:7][cH:8][c:9]([NH2:12])[n:10][cH:11]1.[CH3:66][CH2:67][O:68][C:69](=[O:70])[CH3:71].[OH:46][C:47]([CH2:48][C:49]([C:50](=[O:51])[OH:52])([CH2:53][C:54](=[O:55])[OH:56])[OH:57])=[O:58]>>[CH3:5][c:6]1[cH:7][cH:8][c:9]([NH:12][C:23]([CH:22]([CH2:21][CH2:20][CH2:19][O:18][Si:17]([C:13]([CH3:14])([CH3:15])[CH3:16])([CH3:44])[CH3:45])[O:27][c:28]2[c:29]3[c:30]([n:31][cH:32][n:33]2)[n:34](-[c:37]2[n:38][cH:39][cH:40][cH:41][c:42]2[Cl:43])[n:35][cH:36]3)=[O:24])[n:10][cH:11]1.